Dataset: the Open Reaction Database (ORD), a public repository of structured organic reaction records. Task: describe an organic reaction: reactants, conditions, products, and yield Reactants: saturated solution, Cl (hydrogen chloride), C(C)(C)(C)ON1CCC(CC1)N(CC)CC=1N=NN(N1)CC1=CC=CC=C1 (1-t-Butyloxy-4-(N-(2-benzyl-2H-tetrazol-5-yl)methyl-N-ethylamino)-piperidine). The solvent is CCOC(=O)C (EtOAc). Reaction conditions: time 40 minute. Product: Cl.C(C1=CC=CC=C1)N1N=C(N=N1)CN(CC)C1CCNCC1 (4-(N-(2-Benzyl-2H-tetrazol-5-yl)methyl-N-ethylamino)piperidine Hydrochloride). RXN SMILES: [ClH:1].C(O[N:7]1[CH2:12][CH2:11][CH:10]([N:13]([CH2:16][C:17]2[N:18]=[N:19][N:20]([CH2:22][C:23]3[CH:28]=[CH:27][CH:26]=[CH:25][CH:24]=3)[N:21]=2)[CH2:14][CH3:15])[CH2:9][CH2:8]1)(C)(C)C>CCOC(C)=O>[ClH:1].[CH2:22]([N:20]1[N:19]=[N:18][C:17]([CH2:16][N:13]([CH:10]2[CH2:9][CH2:8][NH:7][CH2:12][CH2:11]2)[CH2:14][CH3:15])=[N:21]1)[C:23]1[CH:28]=[CH:27][CH:26]=[CH:25][CH:24]=1 |f:3.4|. Procedure: To 4 ml of a saturated solution of hydrogen chloride in EtOAc was added 204 mg of 1-t-butyloxy-4-(N-(2-benzyl-2H-tetrazol-5-yl)methyl-N-ethylamino)-piperidine (from Step C). After 40 minutes, the solvent was evaporated under reduced pressure to give 170 mg of the title compound.